From a dataset of the Open Reaction Database (ORD), a public repository of structured organic reaction records. describe an organic reaction: reactants, conditions, products, and yield Starting materials: COC(=O)c1ccc(C(=O)NN=C(C)c2nn(C)c(-c3ccc(C(C)(C)C)cc3)c2O)cc1[N+](=O)[O-], CO, Cl, [Na+], [OH-], O. The product is CC(=NNC(=O)c1ccc(C(=O)O)c([N+](=O)[O-])c1)c1nn(C)c(-c2ccc(C(C)(C)C)cc2)c1O. Reaction SMILES: [C:1]([CH3:2])([CH3:3])([CH3:4])[c:5]1[cH:6][cH:7][c:8](-[c:11]2[c:12]([OH:36])[c:13]([C:17]([CH3:18])=[N:19][NH:20][C:21](=[O:22])[c:23]3[cH:24][c:25]([N+:33](=[O:34])[O-:35])[c:26]([C:27](=[O:28])[O:29][CH3:30])[cH:31][cH:32]3)[n:14][n:15]2[CH3:16])[cH:9][cH:10]1.[CH3:37][OH:38].[ClH:41].[Na+:40].[OH-:39].[OH2:42]>>[C:1]([CH3:2])([CH3:3])([CH3:4])[c:5]1[cH:6][cH:7][c:8](-[c:11]2[c:12]([OH:36])[c:13]([C:17]([CH3:18])=[N:19][NH:20][C:21](=[O:22])[c:23]3[cH:24][c:25]([N+:33](=[O:34])[O-:35])[c:26]([C:27](=[O:28])[OH:29])[cH:31][cH:32]3)[n:14][n:15]2[CH3:16])[cH:9][cH:10]1. Reactants: C(Cl)(Cl)Cl (chloroform), C1(=CC=C(C=C1)S(=O)(=O)OCC1CCN2C(=NC3=C2C=CC=C3)S1)C (3,4-dihydro-2-p-toluenesulfonyloxymethyl-2H-(1,3)-thiazino[3,2-a]benzimidazole), N1CCNCC1 (piperazine), resultant solution. Run in O (water). The product is N1(CCNCC1)CC1CCN2C(=NC3=C2C=CC=C3)S1 (3,4-Dihydro-2-piperazinomethyl-2H-(1,3)-thiazino[ 3,2-a]benzimidazole). RXN SMILES: C(Cl)(Cl)Cl.C1(C)C=CC(S(O[CH2:15][CH:16]2[S:28][C:20]3=[N:21][C:22]4[CH:27]=[CH:26][CH:25]=[CH:24][C:23]=4[N:19]3[CH2:18][CH2:17]2)(=O)=O)=CC=1.[NH:30]1[CH2:35][CH2:34][NH:33][CH2:32][CH2:31]1>O>[N:30]1([CH2:15][CH:16]2[S:28][C:20]3=[N:21][C:22]4[CH:27]=[CH:26][CH:25]=[CH:24][C:23]=4[N:19]3[CH2:18][CH2:17]2)[CH2:35][CH2:34][NH:33][CH2:32][CH2:31]1. Reported procedure: To 30 ml of chloroform were dissolved 3 g of 3,4-dihydro-2-p-toluenesulfonyloxymethyl-2H-(1,3)-thiazino[3,2-a]benzimidazole and 10 g of piperazine. The resultant solution was refluxed for 18 hours. The reaction mixture was cooled, added with water and then extracted with chloroform, followed by washing the chloroform layer and dried over anhydrous magnesium sulfate. Chloroform was evaporated under reduced pressure and the residue was chromatographed on silica gel and eluted with chloroform to ob... The yield is 51.9%. Starting materials: C1(CCCCC1)N1C(NCC2=C1C1=C(N=C2)NC=C1)=O (1-Cyclohexyl-3,4-dihydro-1H-pyrrolo[3′,2′:5,6]pyrido[4,3-d]pyrimidin-2(7H)-one), C(Cl)(Cl)Cl.CO (chloroform methanol). The reagents and catalysts are [O-2].[O-2].[Mn+4] (manganese dioxide). Solvent: C(Cl)(Cl)Cl (chloroform). Yields the product C1(CCCCC1)N1C(N=CC2=C1C1=C(N=C2)NC=C1)=O (1-Cyclohexyl-1H-pyrrolo[3′,2′:5,6]pyrido[4,3-d]pyrimidin-2(7H)-one). Yield: 3.3%. RXN SMILES: [CH:1]1([N:7]2[C:12]3[C:13]4[CH:19]=[CH:18][NH:17][C:14]=4[N:15]=[CH:16][C:11]=3[CH2:10][NH:9][C:8]2=[O:20])[CH2:6][CH2:5][CH2:4][CH2:3][CH2:2]1.C(Cl)(Cl)Cl.CO>C(Cl)(Cl)Cl.[O-2].[O-2].[Mn+4]>[CH:1]1([N:7]2[C:12]3[C:13]4[CH:19]=[CH:18][NH:17][C:14]=4[N:15]=[CH:16][C:11]=3[CH:10]=[N:9][C:8]2=[O:20])[CH2:2][CH2:3][CH2:4][CH2:5][CH2:6]1 |f:1.2,4.5.6|. Procedure details: 1-Cyclohexyl-3,4-dihydro-1H-pyrrolo[3′,2′:5,6]pyrido[4,3-d]pyrimidin-2(7H)-one (18 mg, 0.066 mmol) in chloroform (2 mL) was stirred with manganese dioxide (100 mg, 1.15 mmol) at 50° C. for 5 hours. The reaction mixture was filtered, and the filtrate was purified by silica gel column chromatography (Hi Flash column amino type manufactured by Yamazen Corporation: chloroform/methanol=10/1 (v/v)) to give the title compound as a colorless solid (0.58 mg, yield 3.2%). The reactants are O=C([O-])[O-], COC(=O)c1ccc(OS(=O)(=O)C(F)(F)F)c(C2=CCCC2(C)C)c1, CC1(C)OB(c2cc(C(F)F)ccc2F)OC1(C)C, [K+], [K+], CN(C)C=O, O, c1ccc(P(c2ccccc2)(c2ccccc2)[Pd](P(c2ccccc2)(c2ccccc2)c2ccccc2)(P(c2ccccc2)(c2ccccc2)c2ccccc2)P(c2ccccc2)(c2ccccc2)c2ccccc2)cc1. Yields the product COC(=O)c1ccc(-c2cc(C(F)F)ccc2F)c(C2=CCCC2(C)C)c1. As a reaction SMILES: [C:26](=[O:27])([O-:28])[O-:29].[CH3:1][C:2]1([CH3:25])[CH2:3][CH2:4][CH:5]=[C:6]1[c:7]1[cH:8][c:9]([C:10](=[O:11])[O:12][CH3:13])[cH:14][cH:15][c:16]1[O:17][S:18]([C:19]([F:20])([F:21])[F:22])(=[O:23])=[O:24].[F:32][CH:33]([c:34]1[cH:35][cH:36][c:37]([F:49])[c:38]([B:40]2[O:41][C:42]([CH3:43])([CH3:44])[C:45]([CH3:46])([CH3:47])[O:48]2)[cH:39]1)[F:50].[K+:30].[K+:31].[O:51]=[CH:52][N:53]([CH3:54])[CH3:55].[OH2:56].[cH:57]1[cH:58][cH:59][c:60]([P:61]([Pd:62]([P:63]([c:64]2[cH:65][cH:66][cH:67][cH:68][cH:69]2)([c:70]2[cH:71][cH:72][cH:73][cH:74][cH:75]2)[c:76]2[cH:77][cH:78][cH:79][cH:80][cH:81]2)([P:82]([c:83]2[cH:84][cH:85][cH:86][cH:87][cH:88]2)([c:89]2[cH:90][cH:91][cH:92][cH:93][cH:94]2)[c:95]2[cH:96][cH:97][cH:98][cH:99][cH:100]2)[P:101]([c:102]2[cH:103][cH:104][cH:105][cH:106][cH:107]2)([c:108]2[cH:109][cH:110][cH:111][cH:112][cH:113]2)[c:114]2[cH:115][cH:116][cH:117][cH:118][cH:119]2)([c:120]2[cH:121][cH:122][cH:123][cH:124][cH:125]2)[c:126]2[cH:127][cH:128][cH:129][cH:130][cH:131]2)[cH:132][cH:133]1>>[CH3:1][C:2]1([CH3:25])[CH2:3][CH2:4][CH:5]=[C:6]1[c:7]1[cH:8][c:9]([C:10](=[O:11])[O:12][CH3:13])[cH:14][cH:15][c:16]1-[c:38]1[c:37]([F:49])[cH:36][cH:35][c:34]([CH:33]([F:32])[F:50])[cH:39]1. As a reaction SMILES: [NH:1]1[C:9]2[C:4](=[CH:5][CH:6]=[CH:7][CH:8]=2)[C:3]([C:10]([O:12][CH3:13])=[O:11])=[CH:2]1.P([O-])([O-])([O-])=O.[K+].[K+].[K+].Br[C:23]1[CH:28]=[CH:27][CH:26]=[CH:25][CH:24]=1.CN[C@@H]1CCCC[C@H]1NC>[Al].[Cu]I.C1(C)C=CC=CC=1>[C:23]1([N:1]2[C:9]3[C:4](=[CH:5][CH:6]=[CH:7][CH:8]=3)[C:3]([C:10]([O:12][CH3:13])=[O:11])=[CH:2]2)[CH:28]=[CH:27][CH:26]=[CH:25][CH:24]=1 |f:1.2.3.4|. The product is C1(=CC=CC=C1)N1C=C(C2=CC=CC=C12)C(=O)OC (methyl 1-phenyl-1H-indole-3-carboxylate). The solvent is C1(=CC=CC=C1)C (PhMe), [Al] (aluminum). Run at temperature 110 celsius. The reagents and catalysts are [Cu]I (copper(I) iodide). Starting materials: CN[C@H]1[C@@H](CCCC1)NC ((1R,2R)—N1,N2-dimethylcyclohexane-1,2-diamine), N1C=C(C2=CC=CC=C12)C(=O)OC (methyl 1H-indole-3-carboxylate), P(=O)([O-])([O-])[O-].[K+].[K+].[K+] (potassium phosphate), BrC1=CC=CC=C1 (bromobenzene). Procedure: A 5 mL screwtop vial containing methyl 1H-indole-3-carboxylate (100 mg, 0.571 mmol) and potassium phosphate (254 mg, 1.199 mmol) was degassed and purged with nitrogen after the addition of each of the following in sequential order: PhMe (1142 μl), bromobenzene (59.7 μl, 0.571 mmol), (1R,2R)—N1,N2-dimethylcyclohexane-1,2-diamine (54.4 μl, 0.342 mmol), and copper(I) iodide (32.6 mg, 0.171 mmol). The vial was sealed, wrapped in aluminum foil, and heated to 110° C. for 24 h. Concentration on silica ... Reactants: COC(=O)c1ccc(Cn2ncc(C(=O)OC(C)(C)C)c2Cl)cc1, O=C([O-])[O-], CCCS, CCOC(C)=O, CCCC#N, [K+], [K+]. The product is CCCSc1c(C(=O)OC(C)(C)C)cnn1Cc1ccc(C(=O)OC)cc1. As a reaction SMILES: [C:1]([CH3:2])([CH3:3])([CH3:4])[O:5][C:6](=[O:7])[c:8]1[cH:9][n:10][n:11]([CH2:14][c:15]2[cH:16][cH:17][c:18]([C:21](=[O:22])[O:23][CH3:24])[cH:19][cH:20]2)[c:12]1[Cl:13].[C:25](=[O:26])([O-:27])[O-:28].[CH2:31]([CH2:32][CH3:33])[SH:34].[CH3:35][CH2:36][O:37][C:38]([CH3:39])=[O:40].[CH3:41][CH2:42][CH2:43][C:44]#[N:45].[K+:29].[K+:30]>>[C:1]([CH3:2])([CH3:3])([CH3:4])[O:5][C:6](=[O:7])[c:8]1[cH:9][n:10][n:11]([CH2:14][c:15]2[cH:16][cH:17][c:18]([C:21](=[O:22])[O:23][CH3:24])[cH:19][cH:20]2)[c:12]1[S:34][CH2:31][CH2:32][CH3:33]. Starting materials: [BH4-].[Na+] (sodium borohydride), C(OC)(OC)OC (trimethyl orthoformate), N1C(=NC=C1)C=O (2-imidazole carboxaldehyde), NCC=1C=CC2=C(N(C(=N2)CCCCN(CCC)CCC)CCC)C1 ([4-(6-aminomethyl-1-propyl-1H-benzimidazol-2-yl)butyl]dipropylamine). Run in CO (methanol). Reaction conditions: temperature 0 celsius, time 1 hour. The product is N1C(=NC=C1)CN(CC=1NC=CN1)CC=1C=CC2=C(N(C(=N2)CCCCN(CCC)CCC)CCC)C1 ([4-(6-{[bis(1H-imidazol-2-ylmethyl)amino]methyl}-1-propyl-1H-benzimidazol-2-yl)butyl]dipropylamine). RXN SMILES: [NH2:1][CH2:2][C:3]1[CH:4]=[CH:5][C:6]2[N:10]=[C:9]([CH2:11][CH2:12][CH2:13][CH2:14][N:15]([CH2:19][CH2:20][CH3:21])[CH2:16][CH2:17][CH3:18])[N:8]([CH2:22][CH2:23][CH3:24])[C:7]=2[CH:25]=1.C(OC)(OC)OC.[NH:33]1[CH:37]=[CH:36][N:35]=[C:34]1[CH:38]=O.[BH4-].[Na+]>CO>[NH:33]1[CH:37]=[CH:36][N:35]=[C:34]1[CH2:38][N:1]([CH2:2][C:3]1[CH:4]=[CH:5][C:6]2[N:10]=[C:9]([CH2:11][CH2:12][CH2:13][CH2:14][N:15]([CH2:16][CH2:17][CH3:18])[CH2:19][CH2:20][CH3:21])[N:8]([CH2:22][CH2:23][CH3:24])[C:7]=2[CH:25]=1)[CH2:11][C:9]1[NH:8][CH:7]=[CH:6][N:10]=1 |f:3.4|. Reported procedure: The compound (130 mg) obtained in Example 125-6 was dissolved in methanol (3.0 ml) and added with trimethyl orthoformate (0.130 ml) and 2-imidazole carboxaldehyde (37.3 mg), followed by stirring for 1 hour. Then, the solution was cooled to 0° C. The solution was added with sodium borohydride (21.5 mg) and stirred at room temperature for 3 hours. After completion of the reaction, the solvent was distilled off under reduced pressure and the residue was then dissolved in chloroform. The solution wa... Reactants: CC(CCC1=NC2=C(N1CC1=CC=C(C=C1)C=1C(=CC=CC1)C(=O)OC(C)(C)C)C=C(C(=C2)OC)OC)C (tert.butyl 4'-[(2-(3-methylbutyl)-5,6-dimethoxy-benzimidazol-1-yl)-methyl]biphenyl-2-carboxylate), FC(C(=O)O)(F)F (trifluoroacetic acid). Run in C(Cl)Cl (methylene chloride). Product: CC(CCC1=NC2=C(N1CC1=CC=C(C=C1)C=1C(=CC=CC1)C(=O)O)C=C(C(=C2)OC)OC)C (4'-[(2-(3-Methylbutyl)-5,6-dimethoxy-benzimidazol-1-yl)-methyl]biphenyl-2-carboxylic acid). Reaction SMILES: [CH3:1][CH:2]([CH3:38])[CH2:3][CH2:4][C:5]1[N:9]([CH2:10][C:11]2[CH:16]=[CH:15][C:14]([C:17]3[C:18]([C:23]([O:25]C(C)(C)C)=[O:24])=[CH:19][CH:20]=[CH:21][CH:22]=3)=[CH:13][CH:12]=2)[C:8]2[CH:30]=[C:31]([O:36][CH3:37])[C:32]([O:34][CH3:35])=[CH:33][C:7]=2[N:6]=1.FC(F)(F)C(O)=O>C(Cl)Cl>[CH3:1][CH:2]([CH3:38])[CH2:3][CH2:4][C:5]1[N:9]([CH2:10][C:11]2[CH:16]=[CH:15][C:14]([C:17]3[C:18]([C:23]([OH:25])=[O:24])=[CH:19][CH:20]=[CH:21][CH:22]=3)=[CH:13][CH:12]=2)[C:8]2[CH:30]=[C:31]([O:36][CH3:37])[C:32]([O:34][CH3:35])=[CH:33][C:7]=2[N:6]=1. Reported procedure: Prepared in analogous manner to Example 9 from tert.butyl 4'-[(2-(3-methylbutyl)-5,6-dimethoxy-benzimidazol-1-yl)-methyl]biphenyl-2-carboxylate and trifluoroacetic acid in methylene chloride. The reactants are COC(=O)C12CCCN(CCC1)C2 (1-azabicyclo[3.3.1]nonane-5-carboxylic acid methyl ester), N (ammonia). Reagents/catalysts: C[O-].[Na+].CO (sodium methoxide methanol). Solvent: CO (methanol). Run at temperature 150 celsius. Yields the product N12CCCC(CCC1)(C2)C(=O)N (1-Azabicyclo[3.3.1]nonane-5-carboxamide). The yield is 38.0%. Reaction SMILES: C[O:2][C:3]([C:5]12[CH2:13][N:9]([CH2:10][CH2:11][CH2:12]1)[CH2:8][CH2:7][CH2:6]2)=O.[NH3:14]>CO.C[O-].[Na+].CO>[N:9]12[CH2:13][C:5]([C:3]([NH2:14])=[O:2])([CH2:12][CH2:11][CH2:10]1)[CH2:6][CH2:7][CH2:8]2 |f:3.4.5|. Procedure details: A solution of 1-azabicyclo[3.3.1]nonane-5-carboxylic acid methyl ester (1.83 g, 10 mmol) in ammonia (50 mL) and methanol (20 mL) was sealed in a bomb and heated at 120°-130° C. for 36 hours (gas chromatography indicated that the reaction was incomplete). Three drops of 25% sodium methoxide/methanol were added, and the mixture was heated at 130° C. for 21 hours and at 150° C. for 72 hours, at which time the reaction was essentially complete. The solution was concentrated in vacuo and the residue ... The reactants are BrC=1C=C(C2=C(CCO2)C1)C(CC(CO)(O)C(F)(F)F)(C)C (4-(5-bromo-2,3-dihydrobenzofuran-7-yl)-4-methyl-2-trifluoromethylpentane-1,2-diol), O.C1(=CC=C(C=C1)S(=O)(=O)O)C (p-toluenesulfonic acid monohydrate). Solvent: CC(=O)C (acetone). Run at time 6 day. Yields the product BrC=1C=C(C2=C(CCO2)C1)C(CC1(OC(OC1)(C)C)C(F)(F)F)(C)C (5-bromo-7-[2-(2,2-dimethyl-4-trifluoromethyl-[1,3]dioxolan-4-yl)-1,1-dimethylethyl]-2,3-dihydrobenzofuran). Isolated yield 372.1%. As a reaction SMILES: [Br:1][C:2]1[CH:3]=[C:4]([C:11]([CH3:22])([CH3:21])[CH2:12][C:13]([C:17]([F:20])([F:19])[F:18])([OH:16])[CH2:14][OH:15])[C:5]2[O:9][CH2:8][CH2:7][C:6]=2[CH:10]=1.O.[C:24]1(C)[CH:29]=CC(S(O)(=O)=O)=C[CH:25]=1>CC(C)=O>[Br:1][C:2]1[CH:3]=[C:4]([C:11]([CH3:22])([CH3:21])[CH2:12][C:13]2([C:17]([F:20])([F:18])[F:19])[CH2:14][O:15][C:24]([CH3:29])([CH3:25])[O:16]2)[C:5]2[O:9][CH2:8][CH2:7][C:6]=2[CH:10]=1 |f:1.2|. Procedure details: A mixture of 7.6 g (20 mmol) of 4-(5-bromo-2,3-dihydrobenzofuran-7-yl)-4-methyl-2-trifluoromethylpentane-1,2-diol and 0.754 g (4 mmol) of p-toluenesulfonic acid monohydrate in 200 mL of acetone was stirred at room temperature for 6 days and the volatiles removed in vacuo. The residue was dissolved in EtOAc, washed with saturated aqueous sodium bicarbonate, dried over magnesium sulfate, and concentrated in vacuo. The residue was extracted with diethyl ether and the filtrate concentrated in vacuo ...